Dataset: the Open Reaction Database (ORD), a public repository of structured organic reaction records. Task: describe an organic reaction: reactants, conditions, products, and yield Reactants: N1(CCOCC1)C=1N=C(NC(C1)=O)CC(=O)[O-].[Na+] (sodium [4-(morpholin-4-yl)-6-oxo-1,6-dihydropyrimidin-2-yl]acetate), O (water), C(C)(C)NC1=CC=CC=C1 (isopropylaniline), O1CCCC1 (tetrahydrofuran). Yields the product N1(CCOCC1)C=1N=C(NC(C1)=O)CC(=O)NC1=CC(=CC=C1)C(C)C (2-[4-(morpholin-4-yl)-6-oxo-1,6-dihydropyrimidin-2-yl]-N-[3-(propan-2-yl)phenyl]acetamide). Reaction SMILES: [N:1]1([C:7]2[N:8]=[C:9]([CH2:14][C:15]([O-:17])=O)[NH:10][C:11](=[O:13])[CH:12]=2)[CH2:6][CH2:5][O:4][CH2:3][CH2:2]1.[Na+].O.C([NH:23][C:24]1[CH:29]=[CH:28][CH:27]=[CH:26][CH:25]=1)(C)C.O1C[CH2:33][CH2:32][CH2:31]1>>[N:1]1([C:7]2[N:8]=[C:9]([CH2:14][C:15]([NH:23][C:24]3[CH:25]=[CH:26][CH:27]=[C:28]([CH:32]([CH3:33])[CH3:31])[CH:29]=3)=[O:17])[NH:10][C:11](=[O:13])[CH:12]=2)[CH2:2][CH2:3][O:4][CH2:5][CH2:6]1 |f:0.1|. Procedure details: The product is prepared according to the procedure described in Example 19, using 653 mg of sodium [4-(morpholin-4-yl)-6-oxo-1,6-dihydropyrimidin-2-yl]acetate prepared in stage 2 of Example 1 and using a mixture of 10 ml of water and 2 ml of tetrahydrofuran in place of the methanol and 270 mg of isopropylaniline in place of the 3-(tert-butyl)aniline. 235 mg of 2-[4-(morpholin-4-yl)-6-oxo-1,6-dihydropyrimidin-2-yl]-N-[3-(propan-2-yl)phenyl]acetamide are obtained in the form of a white solid, the ... Reactants: C1(CCCCC1)N (cyclohexylamine), C(=O)NC1=CC=CC=C1.[Na] (sodium formanilide). Run in CO (methanol). Reaction conditions: temperature 100 celsius. Product: C1(CCCCC1)NC=O (N-cyclohexyl formamide). The yield is 79.0%. RXN SMILES: C1(N)CCCCC1.[CH:8]([NH:10][C:11]1[CH:16]=[CH:15][CH:14]=[CH:13][CH:12]=1)=[O:9].[Na]>CO>[CH:11]1([NH:10][CH:8]=[O:9])[CH2:16][CH2:15][CH2:14][CH2:13][CH2:12]1 |f:1.2,^1:16|. Procedure details: To the reactor described in Example 1, there is placed 99 grams cyclohexylamine, 14 grams (0.1 mole) of sodium formanilide and 150 grams of methanol. The autoclave is closed and purged with carbon monoxide, the temperature raised to 100° C. with atmospheric steam and carbon monoxide introduced at 28 kg/cm2 for about an hour. The reaction mixture is then cooled and vented, 10 milliliters of concentrated hydrochloric acid is added and the solvent is removed by distillation. Benzene is then added a... Reactants: O=C(Cl)C(=O)Cl, ClCCl, CN(C)C=O, O=C1NC(=O)C(c2ccccc2)=C1O. Yields the product O=C1NC(=O)C(c2ccccc2)=C1Cl. Reaction SMILES: [Cl:20][C:21]([C:22]([Cl:23])=[O:24])=[O:25].[Cl:26][CH2:27][Cl:28].[O:15]=[CH:16][N:17]([CH3:18])[CH3:19].[OH:1][C:2]1=[C:6]([c:7]2[cH:8][cH:9][cH:10][cH:11][cH:12]2)[C:5](=[O:13])[NH:4][C:3]1=[O:14]>>[C:2]1([Cl:20])=[C:6]([c:7]2[cH:8][cH:9][cH:10][cH:11][cH:12]2)[C:5](=[O:13])[NH:4][C:3]1=[O:14]. The reactants are FC(C(F)(F)F)(C=1C=CC2=C(C(=CC(O2)(CF)CF)C(NC)=S)C1)F (6-pentafluoroethyl-2,2-bis(fluoromethyl)-N-methyl-2H-1-benzopyran-4-carbothioamide), C(C)I (ethyl iodide), [H-].[Na+] (sodium hydride), N#CN (cyanamide), [H-].[Na+] (sodium hydride), Cl (hydrochloric acid), resultant mixture. Procedure details: A mixture of 0.14 g of 6-pentafluoroethyl-2,2-bis(fluoromethyl)-N-methyl-2H-1-benzopyran-4-carbothioamide, 0.31 g of ethyl iodide, 0.017 g of sodium hydride and 5 ml of tetrahydrofuran was refluxed with heating for 45 minutes. To the reaction mixture were added 0.081 g of cyanamide and 0.017 g of sodium hydride and the resultant mixture was refluxed with heating for 22 hours. To the reaction mixture was added a small amount of hydrochloric acid and the mixture was concentrated under reduced pres... As a reaction SMILES: [F:1][C:2]([F:25])([C:7]1[CH:8]=[CH:9][C:10]2[O:15][C:14]([CH2:18][F:19])([CH2:16][F:17])[CH:13]=[C:12]([C:20](=S)[NH:21][CH3:22])[C:11]=2[CH:24]=1)[C:3]([F:6])([F:5])[F:4].C(I)C.[H-].[Na+].[N:31]#[C:32][NH2:33].Cl>O1CCCC1>[C:32]([NH:33][C:20]([C:12]1[C:11]2[CH:24]=[C:7]([C:2]([F:25])([F:1])[C:3]([F:4])([F:5])[F:6])[CH:8]=[CH:9][C:10]=2[O:15][C:14]([CH2:18][F:19])([CH2:16][F:17])[CH:13]=1)=[N:21][CH3:22])#[N:31] |f:2.3|. The solvent is O1CCCC1 (tetrahydrofuran). Product: C(#N)NC(=NC)C1=CC(OC2=C1C=C(C=C2)C(C(F)(F)F)(F)F)(CF)CF (N-cyano-6-pentafluoroethyl-2,2-bis(fluoromethyl)-N'-methyl-2H-1-benzopyran-4-amidine). The yield is 49.0%. The reactants are ClC1=C(C(=CC(=C1)C(F)(F)F)Cl)C1=CC(=NN1C)SC (5-(2,6-dichloro-4-trifluoromethylphenyl)-1-methyl-3-methylsulfenylpyrazole), S(=O)([O-])[O-].[Na+].[Na+] (sodium sulfite), ClC1=C(C(=CC(=C1)C(F)(F)F)Cl)C1=CC(=NN1C)S(=O)C (5-(2,6-dichloro-4-trifluoromethylphenyl)-1-methyl-3-methylsulfinylpyrazole), ClC1=CC(=CC=C1)C(=O)OO (m-chloroperbenzoic acid). The solvent is C(Cl)(Cl)Cl (chloroform). Conditions: time 8 hour. The product is ClC1=C(C(=CC(=C1)C(F)(F)F)Cl)C1=CC(=NN1C)S(=O)(=O)C (5-(2,6-dichloro-4-trifluoromethylphenyl)-1-methyl-3-methylsulfonylpyrazole). As a reaction SMILES: ClC1C=C(C(F)(F)F)C=C(Cl)C=1C1N(C)N=C(SC)C=1.[Cl:21][C:22]1[CH:27]=[C:26]([C:28]([F:31])([F:30])[F:29])[CH:25]=[C:24]([Cl:32])[C:23]=1[C:33]1[N:37]([CH3:38])[N:36]=[C:35]([S:39]([CH3:41])=[O:40])[CH:34]=1.ClC1C=CC=C(C(OO)=[O:50])C=1.S([O-])([O-])=O.[Na+].[Na+]>C(Cl)(Cl)Cl>[Cl:32][C:24]1[CH:25]=[C:26]([C:28]([F:31])([F:29])[F:30])[CH:27]=[C:22]([Cl:21])[C:23]=1[C:33]1[N:37]([CH3:38])[N:36]=[C:35]([S:39]([CH3:41])(=[O:50])=[O:40])[CH:34]=1 |f:3.4.5|. Reported procedure: To a solution of 0.2 g of 5-(2,6-dichloro-4-trifluoromethylphenyl)-1-methyl-3-methylsulfenylpyrazole (compound 40) in 20 ml of anhydrous chloroform was slowly added 0.3 g of 70% m-chloroperbenzoic acid at room temperature, followed by stirring overnight. The reaction mixture was poured into 10% aqueous sodium sulfite solution, and the organic layer was separated off, washed with 5% aqueous sodium hydroxide solution and brine and dried over anhydrous magnesium sulfate. The solvent was thereafter ... The reactants are C(=O)NNC(=O)C1(CC1)C=1SC(=CN1)C1=CC(=CC(=C1)NC1=NC=CC(=N1)C(F)(F)F)C (N′-formyl-1-[5-(3-methyl-5-{[4-(trifluoromethyl)pyrimidin-2-yl]amino}phenyl)-1,3-thiazol-2-yl]cyclopropanecarbohydrazide), CC[N+](CC)(CC)S(=O)(=O)N=C([O-])OC (Burgess reagent). Solvent: C1CCOC1 (THF). Reaction conditions: temperature 100 celsius. Product: CC=1C=C(C=C(C1)C1=CN=C(S1)C1(CC1)C=1OC=NN1)NC1=NC=CC(=N1)C(F)(F)F (N-(3-methyl-5-{2-[1-(1,3,4-oxadiazol-2-yl)cyclopropyl]-1,3-thiazol-5-yl}phenyl)-4-(trifluoromethyl)pyrimidin-2-amine). Isolated yield 22.0%. Reaction SMILES: [CH:1]([NH:3][NH:4][C:5]([C:7]1([C:10]2[S:11][C:12]([C:15]3[CH:20]=[C:19]([NH:21][C:22]4[N:27]=[C:26]([C:28]([F:31])([F:30])[F:29])[CH:25]=[CH:24][N:23]=4)[CH:18]=[C:17]([CH3:32])[CH:16]=3)=[CH:13][N:14]=2)[CH2:9][CH2:8]1)=O)=[O:2].CC[N+](S(N=C(OC)[O-])(=O)=O)(CC)CC>C1COCC1>[CH3:32][C:17]1[CH:18]=[C:19]([NH:21][C:22]2[N:27]=[C:26]([C:28]([F:30])([F:31])[F:29])[CH:25]=[CH:24][N:23]=2)[CH:20]=[C:15]([C:12]2[S:11][C:10]([C:7]3([C:5]4[O:2][CH:1]=[N:3][N:4]=4)[CH2:8][CH2:9]3)=[N:14][CH:13]=2)[CH:16]=1. Procedure: The product from Step 1 (85 mg, 0.184 mmol) was taken up in THF (2 mL) in a microwave vial, and Burgess reagent (88 mg, 0.368 mmol) was added. The reaction was heated in the microwave at 100° C. for 30 min. The yellow reaction mixture was concentrated to dryness, and the resulting residue was purified by flash chromatography (25-100% ethyl acetate in hexanes) to afford N-(3-methyl-5-{2-[1-(1,3,4-oxadiazol-2-yl)cyclopropyl]-1,3-thiazol-5-yl}phenyl)-4-(trifluoromethyl)pyrimidin-2-amine (18 mg, 22%... Reactants: NC(=O)c1ccc(F)c2c1CC([N+](=O)[O-])CO2, C1CCOC1. Yields the product NC(=O)c1ccc(F)c2c1CC(N)CO2. RXN SMILES: [F:1][c:2]1[cH:3][cH:4][c:5]([C:15](=[O:16])[NH2:17])[c:6]2[c:11]1[O:10][CH2:9][CH:8]([N+:12]([O-:13])=[O:14])[CH2:7]2.[O:18]1[CH2:19][CH2:20][CH2:21][CH2:22]1>>[F:1][c:2]1[cH:3][cH:4][c:5]([C:15](=[O:16])[NH2:17])[c:6]2[c:11]1[O:10][CH2:9][CH:8]([NH2:12])[CH2:7]2.